From a dataset of the Open Reaction Database (ORD), a public repository of structured organic reaction records. describe an organic reaction: reactants, conditions, products, and yield Reactants: CN1CCCC1=O, CCN(C(C)C)C(C)C, Cc1sc(NC(=O)c2ccc(Cl)nc2)nc1-c1ccccc1, Cl, FC(F)(F)c1cccc(C2CCNCC2)c1. Product: Cc1sc(NC(=O)c2ccc(N3CCC(c4cccc(C(F)(F)F)c4)CC3)nc2)nc1-c1ccccc1. As a reaction SMILES: [CH3:49][N:50]1[CH2:51][CH2:52][CH2:53][C:54]1=[O:55].[CH:40]([N:41]([CH:42]([CH3:43])[CH3:44])[CH2:45][CH3:46])([CH3:47])[CH3:48].[Cl:1][c:2]1[n:3][cH:4][c:5]([C:6](=[O:7])[NH:8][c:9]2[s:10][c:11]([CH3:20])[c:12](-[c:14]3[cH:15][cH:16][cH:17][cH:18][cH:19]3)[n:13]2)[cH:21][cH:22]1.[ClH:23].[F:24][C:25]([c:26]1[cH:27][c:28]([CH:32]2[CH2:33][CH2:34][NH:35][CH2:36][CH2:37]2)[cH:29][cH:30][cH:31]1)([F:38])[F:39]>>[c:2]1([N:35]2[CH2:34][CH2:33][CH:32]([c:28]3[cH:27][c:26]([C:25]([F:24])([F:38])[F:39])[cH:31][cH:30][cH:29]3)[CH2:37][CH2:36]2)[n:3][cH:4][c:5]([C:6](=[O:7])[NH:8][c:9]2[s:10][c:11]([CH3:20])[c:12](-[c:14]3[cH:15][cH:16][cH:17][cH:18][cH:19]3)[n:13]2)[cH:21][cH:22]1. Starting materials: S1C(=CC=C1)C1=C2CC(CC2=CC=C1)O (4-(2-thienyl)-2-indanol), N1=CC=CC=C1 (pyridine), ClC(=C[C@H]1C([C@H]1C(=O)Cl)(C)C)C(F)(F)F (cis-3-(2-chloro-3,3,3-trifluoropropenyl)-2,2-dimethylcyclopropanecarbonyl chloride). Run in C1(=CC=CC=C1)C (toluene), C1(=CC=CC=C1)C (toluene). Conditions: time 16 hour. Yields the product ClC(=C[C@H]1C([C@H]1C(=O)OC1CC2=CC=CC(=C2C1)C=1SC=CC1)(C)C)C(F)(F)F (4-(2-thienyl)-2-indanyl cis-3-(2-chloro-3,3,3-trifluoropropenyl)-2,2-dimethylcyclopropanecarboxylate). Yield: 43.1%. As a reaction SMILES: [S:1]1[CH:5]=[CH:4][CH:3]=[C:2]1[C:6]1[CH:14]=[CH:13][CH:12]=[C:11]2[C:7]=1[CH2:8][CH:9]([OH:15])[CH2:10]2.N1C=CC=CC=1.[Cl:22][C:23]([C:33]([F:36])([F:35])[F:34])=[CH:24][C@@H:25]1[C@H:27]([C:28](Cl)=[O:29])[C:26]1([CH3:32])[CH3:31]>C1(C)C=CC=CC=1>[Cl:22][C:23]([C:33]([F:34])([F:35])[F:36])=[CH:24][C@@H:25]1[C@H:27]([C:28]([O:15][CH:9]2[CH2:8][C:7]3[C:11](=[CH:12][CH:13]=[CH:14][C:6]=3[C:2]3[S:1][CH:5]=[CH:4][CH:3]=3)[CH2:10]2)=[O:29])[C:26]1([CH3:32])[CH3:31]. Reported procedure: A stirred solution of 0.54 g (0.003 mole) of 4-(2-thienyl)-2-indanol and 0.25 g (0.003 mole) of pyridine in 15 mL of toluene was cooled to 5° C., and 0.65 g (0.003 mole) of cis-3-(2-chloro-3,3,3-trifluoropropenyl)-2,2-dimethylcyclopropanecarbonyl chloride in 5 mL of toluene was added dropwise. Upon complete addition, the reaction mixture was allowed to warm to ambient temperature where it was stirred for 16 hours. The reaction mixture was filtered, and the filtrate concentrated under reduced pre... The reactants are CS(C)=O, FC(F)(F)I, [Fe+2], Nc1ccn(C2OC(CO)C(O)C2O)c(=O)n1, OO, O=S(=O)([O-])[O-]. The product is Nc1nc(=O)n(C2OC(CO)C(O)C2O)cc1C(F)(F)F. RXN SMILES: [CH3:31][S:32](=[O:33])[CH3:34].[F:18][C:19]([F:20])([F:21])[I:22].[Fe+2:30].[NH2:1][c:2]1[cH:3][cH:4][n:5]([CH:6]2[O:7][CH:8]([CH2:9][OH:10])[CH:11]([OH:12])[CH:13]2[OH:14])[c:15](=[O:16])[n:17]1.[OH:23][OH:24].[S:25]([O-:26])([O-:27])(=[O:28])=[O:29]>>[NH2:1][c:2]1[c:3]([C:19]([F:18])([F:20])[F:21])[cH:4][n:5]([CH:6]2[O:7][CH:8]([CH2:9][OH:10])[CH:11]([OH:12])[CH:13]2[OH:14])[c:15](=[O:16])[n:17]1. Reactants: CCOC(=O)C=CC1OC(n2cc(CC)c(=O)[nH]c2=O)CC1OC(C)=O, CCO. The product is CCOC(=O)CCC1OC(n2cc(CC)c(=O)[nH]c2=O)CC1OC(C)=O. Reaction SMILES: [C:1]([CH3:2])(=[O:3])[O:4][CH:5]1[CH2:6][CH:7]([n:17]2[c:18](=[O:19])[nH:20][c:21](=[O:22])[c:23]([CH2:25][CH3:26])[cH:24]2)[O:8][CH:9]1[CH:10]=[CH:11][C:12](=[O:13])[O:14][CH2:15][CH3:16].[CH3:27][CH2:28][OH:29]>>[C:1]([CH3:2])(=[O:3])[O:4][CH:5]1[CH2:6][CH:7]([n:17]2[c:18](=[O:19])[nH:20][c:21](=[O:22])[c:23]([CH2:25][CH3:26])[cH:24]2)[O:8][CH:9]1[CH2:10][CH2:11][C:12](=[O:13])[O:14][CH2:15][CH3:16]. The reactants are OC1CNCCC1 (3-hydroxypiperidine), OC1CNCCC1 (3-hydroxypiperidine), C1(CCC1)C=1N=C(SC1)NC(=O)C1=CC=2N(C(CC(N2)=O)=O)C=C1 (N8-(4-Cyclobutyl-1,3-thiazol-2-yl)-2,4-dioxo-3,4-dihydro-2H-pyrido[1,2-a]-pyrimidine-8-carboxamide), C(O)([O-])=O.[Na+] (sodium hydrogencarbonate), P(=O)(OC1=CC=CC=C1)(OC1=CC=CC=C1)Cl (diphenyl chlorophosphate), C(C)(C)N(CC)C(C)C (diisopropylethylamine), OC1CNCCC1 (3-hydroxypiperidine). Run in CN(C=O)C (dimethylformamide), C(C)#N (acetonitrile). Reaction conditions: temperature -10 celsius, time 30 minute. Product: C1(CCC1)C=1N=C(SC1)NC(=O)C1=CC=2N(C(C=C(N2)N2CC(CCC2)O)=O)C=C1 (N8-(4-Cyclobutyl-1,3-thiazol-2-yl)-2-(3-hydroxypiperidino)-4-oxo-4H-pyrido-[1,2-a]pyrimidine-8-carboxamide). The yield is 69.0%. As a reaction SMILES: [CH:1]1([C:5]2[N:6]=[C:7]([NH:10][C:11]([C:13]3[CH:24]=[CH:23][N:16]4[C:17](=[O:22])[CH2:18][C:19](=O)[N:20]=[C:15]4[CH:14]=3)=[O:12])[S:8][CH:9]=2)[CH2:4][CH2:3][CH2:2]1.P(Cl)(OC1C=CC=CC=1)(OC1C=CC=CC=1)=O.C(N(C(C)C)CC)(C)C.[OH:51][CH:52]1[CH2:57][CH2:56][CH2:55][NH:54][CH2:53]1.C(=O)([O-])O.[Na+]>CN(C)C=O.C(#N)C>[CH:1]1([C:5]2[N:6]=[C:7]([NH:10][C:11]([C:13]3[CH:24]=[CH:23][N:16]4[C:17](=[O:22])[CH:18]=[C:19]([N:54]5[CH2:55][CH2:56][CH2:57][CH:52]([OH:51])[CH2:53]5)[N:20]=[C:15]4[CH:14]=3)=[O:12])[S:8][CH:9]=2)[CH2:4][CH2:3][CH2:2]1 |f:4.5|. Procedure: N8-(4-Cyclobutyl-1,3-thiazol-2-yl)-2,4-dioxo-3,4-dihydro-2H-pyrido[1,2-a]-pyrimidine-8-carboxamide (100 mg, 0.29 mmol) was added with acetonitrile (2 ml) and dimethylformamide (1 ml), cooled to −10° C. with ice, then added with diphenyl chlorophosphate (0.2 ml, 0.96 mmol), and further added dropwise with diisopropylethylamine (0.3 ml, 1.74 mmol). The reaction solution was stirred at −10° C. for 30 minutes, then added with 3-hydroxypiperidine (90 mg, 0.89 mmol), warmed to room temperature, and th... The reactants are C(C)N1N=CC(=C1)CN1CCC(=CC2=C1C=CC(=C2)C2=CC=C(C=C2)OCCC)C(=O)OC (methyl 1-[(1-ethylpyrazol-4-yl)methyl]-7-(4-propoxyphenyl)-2,3-dihydro-1-benzazepine-4-carboxylate), Cl (hydrochloric acid), [OH-].[Na+] (sodium hydroxide), O (water). Solvent: O1CCCC1 (tetrahydrofuran), CO (methanol). Conditions: time 1 day. Product: C(C)N1N=CC(=C1)CN1CCC(=CC2=C1C=CC(=C2)C2=CC=C(C=C2)OCCC)C(=O)O (1-[(1-ethylpyrazol-4-yl)methyl]-7-(4-propoxyphenyl)-2,3-dihydro-1-benzazepine-4-carboxylic acid). The yield is 92.1%. As a reaction SMILES: [CH2:1]([N:3]1[CH:7]=[C:6]([CH2:8][N:9]2[C:15]3[CH:16]=[CH:17][C:18]([C:20]4[CH:25]=[CH:24][C:23]([O:26][CH2:27][CH2:28][CH3:29])=[CH:22][CH:21]=4)=[CH:19][C:14]=3[CH:13]=[C:12]([C:30]([O:32]C)=[O:31])[CH2:11][CH2:10]2)[CH:5]=[N:4]1)[CH3:2].[OH-].[Na+].O.Cl>O1CCCC1.CO>[CH2:1]([N:3]1[CH:7]=[C:6]([CH2:8][N:9]2[C:15]3[CH:16]=[CH:17][C:18]([C:20]4[CH:21]=[CH:22][C:23]([O:26][CH2:27][CH2:28][CH3:29])=[CH:24][CH:25]=4)=[CH:19][C:14]=3[CH:13]=[C:12]([C:30]([OH:32])=[O:31])[CH2:11][CH2:10]2)[CH:5]=[N:4]1)[CH3:2] |f:1.2|. Reported procedure: To a solution of methyl 1-[(1-ethylpyrazol-4-yl)methyl]-7-(4-propoxyphenyl)-2,3-dihydro-1-benzazepine-4-carboxylate (370 mg) in a mixture of tetrahydrofuran (24 ml) and methanol (24 ml) was added 1N sodium hydroxide solution (8 ml), and the mixture was stirred at room temperature for 1 day. Then, to the mixture was added water at 0° C., and 1N hydrochloric acid was further added to neutral, and the mixture was extracted with ethyl acetate. The organic layer was washed with water and saturated br...